This data is from the Open Reaction Database (ORD), a public repository of structured organic reaction records. The task is: describe an organic reaction: reactants, conditions, products, and yield Starting materials: CC=1CS([C@H]2N(C1C(=O)O)C(C2NC(CC2=CC=CC=C2)=O)=O)=O (3-methyl-7-phenylacetamido-3-cephem-4-carboxylic acid-1-oxide), C[Si](N1C(OCC1)=O)(C)C (N-trimethylsilyl-2-oxazolidinone), BrN1C(CCC1=O)=O (N-bromosuccinimide), NS(=O)(=O)O (amidosulfonic acid). Solvent: ClCCl (dichloromethane). Yields the product BrCC=1CS([C@H]2N(C1C(=O)O[Si](C)(C)C)C(C2NC(CC2=CC=CC=C2)=O)=O)=O (trimethylsilyl 3-bromomethyl-7-phenylacetamido-3-cephem-4-carboxylate-1-oxide). Isolated yield 46.0%. RXN SMILES: [CH3:1][C:2]1[CH2:3][S:4](=[O:24])[C@@H:5]2[CH:12]([NH:13][C:14](=[O:22])[CH2:15][C:16]3[CH:21]=[CH:20][CH:19]=[CH:18][CH:17]=3)[C:11](=[O:23])[N:6]2[C:7]=1[C:8]([OH:10])=[O:9].[CH3:25][Si:26]([CH3:34])([CH3:33])N1CCOC1=O.NS(O)(=O)=O.[Br:40]N1C(=O)CCC1=O>ClCCl>[Br:40][CH2:1][C:2]1[CH2:3][S:4](=[O:24])[C@@H:5]2[CH:12]([NH:13][C:14](=[O:22])[CH2:15][C:16]3[CH:17]=[CH:18][CH:19]=[CH:20][CH:21]=3)[C:11](=[O:23])[N:6]2[C:7]=1[C:8]([O:10][Si:26]([CH3:34])([CH3:33])[CH3:25])=[O:9]. Procedure: The clear solution obtained after refluxing a mixture consisting of 40 ml of dichloromethane, 608.7 mg (1.75 mmoles) of 3-methyl-7-phenylacetamido-3-cephem-4-carboxylic acid-1-oxide and 450 mg (2.83 mmoles) of N-trimethylsilyl-2-oxazolidinone for two hours was cooled in an ice-bath and 0.1 g of amidosulfonic acid (1 mmole) was added thereto. Bromination was carried out in half an hour using 469 mg (2.63 mmoles) of N-bromosuccinimide as the brominating agent to obtain a 46% yield of trimethylsily... Reactants: FC(C=1C=C(CN2C[C@H](CC2)NC(OC(C)(C)C)=O)C=CC1)(F)F ((S)-tert-butyl 1-(3-(trifluoromethyl)benzyl)pyrrolidin-3-ylcarbamate), Cl.O1CCOCC1 (HCl dioxane). Run in CO (methanol). The product is Cl.FC(C=1C=C(CN2C[C@H](CC2)N)C=CC1)(F)F ((S)-1-(3-(trifluoromethyl)benzyl)pyrrolidin-3-amine hydrochloride). As a reaction SMILES: [F:1][C:2]([F:24])([F:23])[C:3]1[CH:4]=[C:5]([CH:20]=[CH:21][CH:22]=1)[CH2:6][N:7]1[CH2:11][CH2:10][C@H:9]([NH:12]C(=O)OC(C)(C)C)[CH2:8]1.[ClH:25].O1CCOCC1>CO>[ClH:25].[F:23][C:2]([F:1])([F:24])[C:3]1[CH:4]=[C:5]([CH:20]=[CH:21][CH:22]=1)[CH2:6][N:7]1[CH2:11][CH2:10][C@H:9]([NH2:12])[CH2:8]1 |f:1.2,4.5|. Procedure: A solution of product from Example 185A (0.32 g, 0.9 mmol) in methanol (10 mL) was treated with 4 N HCl/dioxane (2 mL) for 2 hours at room temperature. The reaction mixture was concentrated to yield the title compound. 1H NMR (300 MHz, DMSO-d6) δ ppm 7.60 (m, 3H), 6.99 (m, 1H), 3.93 (m, 1H), 3.64 (dd, 2H), 2.69 (m, 1H), 2.45 (m, 2H), 2.26 (m, 1H), 1.99 (m, 1H), 1.60 (m, 1H); MS (ESI+) m/z 244 (M+H)+. Starting materials: CC(=O)OC(C)=O, CC(C)(C)c1ccc(NC(=O)c2ccc(-c3ncccc3N)cc2)cc1, C1CCOC1. Product: CC(=O)Nc1cccnc1-c1ccc(C(=O)Nc2ccc(C(C)(C)C)cc2)cc1. As a reaction SMILES: [CH3:27][C:28](=[O:29])[O:30][C:31](=[O:32])[CH3:33].[NH2:1][c:2]1[c:3](-[c:8]2[cH:9][cH:10][c:11]([C:12](=[O:13])[NH:14][c:15]3[cH:16][cH:17][c:18]([C:21]([CH3:22])([CH3:23])[CH3:24])[cH:19][cH:20]3)[cH:25][cH:26]2)[n:4][cH:5][cH:6][cH:7]1.[O:34]1[CH2:35][CH2:36][CH2:37][CH2:38]1>>[NH:1]([c:2]1[c:3](-[c:8]2[cH:9][cH:10][c:11]([C:12](=[O:13])[NH:14][c:15]3[cH:16][cH:17][c:18]([C:21]([CH3:22])([CH3:23])[CH3:24])[cH:19][cH:20]3)[cH:25][cH:26]2)[n:4][cH:5][cH:6][cH:7]1)[C:28]([CH3:27])=[O:29]. The reactants are C(N)(=O)C1(CC(C2=C(N(C(=C21)C)CC(=O)OCC)C)(C)C)C (ethyl 4-carbamoyl-2,4,5,6-tetrahydro-1,3,4,6,6-pentamethylcyclopenta[c]pyrrole-2-acetate), [OH-].[Na+] (sodium hydroxide). The product is C(N)(=O)C1(CC(C2=C(N(C(=C21)C)CC(=O)O)C)(C)C)C (4-carbamoyl-2,4,5,6-tetrahydro-1,3,4,6,6-pentamethylcyclopenta[c]pyrrole-2-acetic acid). Reaction SMILES: [C:1]([C:4]1([CH3:22])[C:11]2[C:7](=[C:8]([CH3:19])[N:9]([CH2:13][C:14]([O:16]CC)=[O:15])[C:10]=2[CH3:12])[C:6]([CH3:21])([CH3:20])[CH2:5]1)(=[O:3])[NH2:2].[OH-].[Na+]>>[C:1]([C:4]1([CH3:22])[C:11]2[C:7](=[C:8]([CH3:19])[N:9]([CH2:13][C:14]([OH:16])=[O:15])[C:10]=2[CH3:12])[C:6]([CH3:21])([CH3:20])[CH2:5]1)(=[O:3])[NH2:2] |f:1.2|. Procedure details: Reaction of the ethyl 4-carbamoyl-2,4,5,6-tetrahydro-1,3,4,6,6-pentamethylcyclopenta[c]pyrrole-2-acetate described above in Example 1AC with alcoholic sodium hydroxide and isolation of the product from an acid or neutral medium affords 4-carbamoyl-2,4,5,6-tetrahydro-1,3,4,6,6-pentamethylcyclopenta[c]pyrrole-2-acetic acid. Starting materials: BrC1=NC=CN=C1 (2-bromopyrazine), C(CCC)[Li] (n-butyllithium), BrC1=CC=C(C=C1)C(CC(=O)N(C)OC)C1=C(C=CC=C1)C (3-(4-Bromo-phenyl)-N-methoxy-N-methyl-3-o-tolyl-propionamide). The product is BrC1=CC=C(C=C1)C(CC(=O)C1=NC=CN=C1)C1=C(C=CC=C1)C (3-(4-Bromo-phenyl)-1-pyrazin-2-yl-3-o-tolyl-propan-1-one). RXN SMILES: Br[C:2]1[CH:7]=[N:6][CH:5]=[CH:4][N:3]=1.C([Li])CCC.[Br:13][C:14]1[CH:19]=[CH:18][C:17]([CH:20]([C:28]2[CH:33]=[CH:32][CH:31]=[CH:30][C:29]=2[CH3:34])[CH2:21][C:22](N(OC)C)=[O:23])=[CH:16][CH:15]=1>>[Br:13][C:14]1[CH:15]=[CH:16][C:17]([CH:20]([C:28]2[CH:33]=[CH:32][CH:31]=[CH:30][C:29]=2[CH3:34])[CH2:21][C:22]([C:2]2[CH:7]=[N:6][CH:5]=[CH:4][N:3]=2)=[O:23])=[CH:18][CH:19]=1. Procedure: In analogy to example 151, step 1, 2-bromopyrazine was reacted first with n-butyllithium and later with 3-(4-bromo-phenyl)-N-methoxy-N-methyl-3-o-tolyl-propionamide (example 74, step 4) to give the title compound as a colorless solid, MS (ESI+): m/z=381.2 [M+H]+.